This data is from the Open Reaction Database (ORD), a public repository of structured organic reaction records. The task is: describe an organic reaction: reactants, conditions, products, and yield Reactants: C1(CC(CCC1)=O)=O (1,3-Cyclohexanedione), C(#N)C1=CC=C(C=O)C=C1 (4-cyanobenzaldehyde), NC1=NNC=C1 (3-aminopyrazole). Product: C(#N)C1=CC=C(C=C1)C1N2C(NC=3CCCC(C13)=O)=CC=N2 (9-(4-Cyanophenyl)-5,6,7,9-tetrahydropyrazolo[5,1-b]quinazolin-8(4H)-one). RXN SMILES: [C:1]1(=[O:8])[CH2:6][CH2:5][CH2:4][C:3](=O)[CH2:2]1.[C:9]([C:11]1[CH:18]=[CH:17][C:14]([CH:15]=O)=[CH:13][CH:12]=1)#[N:10].[NH2:19][C:20]1[CH:24]=[CH:23][NH:22][N:21]=1>>[C:9]([C:11]1[CH:18]=[CH:17][C:14]([CH:15]2[C:2]3[C:1](=[O:8])[CH2:6][CH2:5][CH2:4][C:3]=3[NH:19][C:20]3=[CH:24][CH:23]=[N:22][N:21]23)=[CH:13][CH:12]=1)#[N:10]. Procedure: 1,3-Cyclohexanedione, 4-cyanobenzaldehyde and 3-aminopyrazole were processed as described in General Procedure A to provide the title compound. Starting materials: NC=1C(N(C(N(C1N)CC)=O)CC)=O (5,6-diamino-1,3-diethyluracil), C(CC)OC1=CC=C(C=CC(=O)O)C=C1 (4-propoxycinnamic acid). RXN SMILES: [NH2:1][C:2]1[C:3](=[O:14])[N:4]([CH2:12][CH3:13])[C:5](=[O:11])[N:6]([CH2:9][CH3:10])[C:7]=1[NH2:8].[CH2:15]([O:18][C:19]1[CH:29]=[CH:28][C:22]([CH:23]=[CH:24][C:25](O)=O)=[CH:21][CH:20]=1)[CH2:16][CH3:17]>>[CH2:12]([N:4]1[C:3](=[O:14])[C:2]2[NH:1][C:25](/[CH:24]=[CH:23]/[C:22]3[CH:21]=[CH:20][C:19]([O:18][CH2:15][CH2:16][CH3:17])=[CH:29][CH:28]=3)=[N:8][C:7]=2[N:6]([CH2:9][CH3:10])[C:5]1=[O:11])[CH3:13]. Yields the product C(C)N1C(=O)N(C=2N=C(NC2C1=O)\C=C\C1=CC=C(C=C1)OCCC)CC ((E)-1,3-Diethyl-8-(4-propoxystyryl)xanthine). Procedure details: Substantially the same procedure as in Reference Example 70 was repeated using 3.00 g (15.1 mmol) of 5,6-diamino-1,3-diethyluracil and 3.43 g (16.6 mmol) of 4-propoxycinnamic acid. Then, the resultant crude crystals were recrystallized from dioxane/water to give 3.02 g (yield 54%) of Compound 125 as pale yellow needles. Yield: 54.3%. The reactants are [OH-].[Na+] (sodium hydroxide), ClC1=CC=C(C=O)C=C1 (p-chlorobenzaldehyde), C1(=CC=CC=C1)C(C(C)=O)CC=CC1=CC(=CC=C1)Cl (3-phenyl-6-(m-chlorophenyl)-5-hexen-2-one). Solvent: C(C)O (ethanol). The product is ClC1=CC=C(C=C1)C=CC(C(CC=CC1=CC(=CC=C1)Cl)C1=CC=CC=C1)=O (1-(p-Chlorophenyl)-7-(m-chlorophenyl)-4-phenyl-1,6-heptadien-3-one). RXN SMILES: [OH-].[Na+].[Cl:3][C:4]1[CH:11]=[CH:10][C:7]([CH:8]=O)=[CH:6][CH:5]=1.[C:12]1([CH:18]([CH2:22][CH:23]=[CH:24][C:25]2[CH:30]=[CH:29][CH:28]=[C:27]([Cl:31])[CH:26]=2)[C:19](=[O:21])[CH3:20])[CH:17]=[CH:16][CH:15]=[CH:14][CH:13]=1>C(O)C>[Cl:3][C:4]1[CH:11]=[CH:10][C:7]([CH:8]=[CH:20][C:19](=[O:21])[CH:18]([C:12]2[CH:17]=[CH:16][CH:15]=[CH:14][CH:13]=2)[CH2:22][CH:23]=[CH:24][C:25]2[CH:30]=[CH:29][CH:28]=[C:27]([Cl:31])[CH:26]=2)=[CH:6][CH:5]=1 |f:0.1|. Reported procedure: A sodium hydroxide solution (7.5 ml., 20%) is added to a solution of p-chlorobenzaldehyde (17.86 g., 0.127 mole) and 3-phenyl-6-(m-chlorophenyl)-5-hexen-2-one (36.11 g., 0.127 mole) in ethanol (360 ml.) with stirring. The gum that separates on continued stirring is chromatographed (benzene) through a silica gel column to obtain the product as a very viscous oil (opaque). Starting materials: COc1cccc(Br)n1, [Li]CCCC, COCNC(=O)CCNC(=O)OC(C)(C)C, C1CCOC1. Yields the product COc1cccc(C(=O)CCNC(=O)OC(C)(C)C)n1. RXN SMILES: [Br:6][c:7]1[cH:8][cH:9][cH:10][c:11]([O:13][CH3:14])[n:12]1.[CH2:1]([Li:2])[CH2:3][CH2:4][CH3:5].[CH3:15][C:16]([CH3:17])([CH3:18])[O:19][C:20]([NH:21][CH2:22][CH2:23][C:24](=[O:25])[NH:26][CH2:27][O:28][CH3:29])=[O:30].[O:31]1[CH2:32][CH2:33][CH2:34][CH2:35]1>>[c:7]1([C:24]([CH2:23][CH2:22][NH:21][C:20]([O:19][C:16]([CH3:15])([CH3:17])[CH3:18])=[O:30])=[O:25])[cH:8][cH:9][cH:10][c:11]([O:13][CH3:14])[n:12]1. Starting materials: COC(=O)C=1C(=CC=C(C1)C(N)=S)C1=C(C=CC=C1)[N+](=O)[O-] (2′-nitro-4-thiocarbamoyl-biphenyl-2-carboxylic acid methyl ester), COC(=O)C=1C(=CC=C(C1)C(N)=S)C1=C(C=CC=C1)[N+](=O)[O-] (2′-nitro-4-thiocarbamoyl-biphenyl-2-carboxylic acid methyl ester), ClC=1C=C(C(CBr)=O)C=CC1 (3-chlorophenacyl bromide). Run in O (water). Yields the product ClC=1C=C(C=CC1)C=1N=C(SC1)C=1C=C(C(=CC1)C1=C(C=CC=C1)[N+](=O)[O-])C(=O)O (4-[4-(3-Chloro-phenyl)-thiazol-2-yl]-2′-nitro-biphenyl-2-carboxylic acid). The yield is 30.0%. RXN SMILES: C[O:2][C:3]([C:5]1[C:6]([C:14]2[CH:19]=[CH:18][CH:17]=[CH:16][C:15]=2[N+:20]([O-:22])=[O:21])=[CH:7][CH:8]=[C:9]([C:11](=[S:13])[NH2:12])[CH:10]=1)=[O:4].[Cl:23][C:24]1[CH:25]=[C:26]([CH:31]=[CH:32][CH:33]=1)[C:27](=O)[CH2:28]Br>O>[Cl:23][C:24]1[CH:25]=[C:26]([C:27]2[N:12]=[C:11]([C:9]3[CH:10]=[C:5]([C:3]([OH:2])=[O:4])[C:6]([C:14]4[CH:19]=[CH:18][CH:17]=[CH:16][C:15]=4[N+:20]([O-:22])=[O:21])=[CH:7][CH:8]=3)[S:13][CH:28]=2)[CH:31]=[CH:32][CH:33]=1. Reported procedure: 4-[4-(3-Chloro-phenyl)-thiazol-2-yl]-2′-nitro-biphenyl-2-carboxylic acid (82 mg, 30%) was prepared from 2′-nitro-4-thiocarbamoyl-biphenyl-2-carboxylic acid methyl ester (which may be prepared as described for Intermediate 4) and 3-chlorophenacyl bromide (available from Oakwood Products, Inc.) using the procedure described for the preparation of Example 18 except that the entire 4 mL of water was added at the beginning of the hydrolysis step rather than being added in two portions. 1H NMR (300 MH... The reactants are COC1=CC=C2C(=NNC2=C1)C(C(C)C)=O (1-(6-methoxy-1H-indazol-3-yl)-2-methylpropan-1-one), BrCC(C(C)(C)C)=O (1-bromo-3,3-dimethylbutan-2-one). The product is C(C(C)C)(=O)C1=NN(C2=CC(=CC=C12)OC)CC(C(C)(C)C)=O (1-(3-isobutyryl-6-methoxy-1H-indazol-1-yl)-3,3-dimethylbutan-2-one). As a reaction SMILES: [CH3:1][O:2][C:3]1[CH:11]=[C:10]2[C:6]([C:7]([C:12](=[O:16])[CH:13]([CH3:15])[CH3:14])=[N:8][NH:9]2)=[CH:5][CH:4]=1.Br[CH2:18][C:19](=[O:24])[C:20]([CH3:23])([CH3:22])[CH3:21]>>[C:12]([C:7]1[C:6]2[C:10](=[CH:11][C:3]([O:2][CH3:1])=[CH:4][CH:5]=2)[N:9]([CH2:18][C:19](=[O:24])[C:20]([CH3:23])([CH3:22])[CH3:21])[N:8]=1)(=[O:16])[CH:13]([CH3:14])[CH3:15]. Reported procedure: Reaction of 1-(6-methoxy-1H-indazol-3-yl)-2-methylpropan-1-one with 1-bromo-3,3-dimethylbutan-2-one using a procedure similar to that described in Example 3 Step A gave the title compound. Recrystallization from 2:1 hexanes and EtOAc gave fine needles. 1H NMR (CDCl3, 500 MHz) δ 8.25 (d, 8.9 Hz, 1H), 6.98 (dd, 2.0 & 8.9 Hz, 1H), 6.52 (d, 1.8 Hz, 1H), 5.37 (s, 2H), 3.87 (s, 3H), 3.86 (heptet, 6.9 Hz, 1H), 1.36 (s, 9H), 1.27 (d, 6.8 Hz, 6H). LC-MS: 3.70 min. (m/Z=317.1, 339.1). Starting materials: BrBr, CCCCCC, CCOC(C)=O, CC(CN)c1ccccc1. Yields the product CC(CN)c1ccc(Br)cc1. RXN SMILES: [Br:11][Br:12].[CH3:13][CH2:14][CH2:15][CH2:16][CH2:17][CH3:18].[CH3:19][CH2:20][O:21][C:22](=[O:23])[CH3:24].[c:1]1([CH:7]([CH2:8][NH2:9])[CH3:10])[cH:2][cH:3][cH:4][cH:5][cH:6]1>>[c:1]1([CH:7]([CH2:8][NH2:9])[CH3:10])[cH:2][cH:3][c:4]([Br:11])[cH:5][cH:6]1.